Dataset: the Open Reaction Database (ORD), a public repository of structured organic reaction records. Task: describe an organic reaction: reactants, conditions, products, and yield Starting materials: [O-]CC.[Na+] (sodium ethoxide), CCOC(=O)CC(=O)C1=CC=CC=C1 (ethyl benzoyl acetate), Cl.C(C)(=N)N (acetamidine hydrochloride). Conditions: time 30 minute. Yields the product CC1=NC(=CC(N1)=O)C1=CC=CC=C1 (2-Methyl-6-phenylpyrimidin-4(3H)-one). The yield is 20.7%. RXN SMILES: [O-]CC.[Na+].CCO[C:8]([CH2:10][C:11]([C:13]1[CH:18]=[CH:17][CH:16]=[CH:15][CH:14]=1)=O)=[O:9].Cl.[C:20]([NH2:23])(=[NH:22])[CH3:21]>>[CH3:21][C:20]1[NH:23][C:8](=[O:9])[CH:10]=[C:11]([C:13]2[CH:14]=[CH:15][CH:16]=[CH:17][CH:18]=2)[N:22]=1 |f:0.1,3.4|. Reported procedure: To a freshly prepared solution of sodium ethoxide (18 g of sodium metal was dissolved in 1 L of ethanol), was added ethyl benzoyl acetate (75 g, 0.39 mol) and the mixture was stirred at room temperature for 30 min. To this was added acetamidine hydrochloride (37 g, 0.39 mol) in portions and the mixture was refluxed for 24 h under nitrogen. The reaction mixture was cooled and excess ethanol was removed under vacuum. The residue was acidified to pH=4 with 1.5N HCl and the precipitate was filtered ... Starting materials: CC(=O)c1ccc(B(O)O)s1, Cl, O=C(NC1CN2CCC1CC2)c1cc2cccc(Br)c2o1, [Na+], [Na+], O=C([O-])[O-], CN(C)C=O. Yields the product Cl, CC(=O)c1ccc(-c2cccc3cc(C(=O)NC4CN5CCC4CC5)oc23)s1. RXN SMILES: [C:29]([CH3:30])(=[O:31])[c:32]1[cH:33][cH:34][c:35]([B:37]([OH:38])[OH:39])[s:36]1.[ClH:7].[N:8]12[CH2:9][CH:10]([NH:16][C:17](=[O:18])[c:19]3[o:20][c:21]4[c:22]([cH:23]3)[cH:24][cH:25][cH:26][c:27]4[Br:28])[CH:11]([CH2:12][CH2:13]1)[CH2:14][CH2:15]2.[Na+:1].[Na+:2].[O-:3][C:4](=[O:5])[O-:6].[O:40]=[CH:41][N:42]([CH3:43])[CH3:44]>>[ClH:7].[N:8]12[CH2:9][CH:10]([NH:16][C:17](=[O:18])[c:19]3[o:20][c:21]4[c:22]([cH:23]3)[cH:24][cH:25][cH:26][c:27]4-[c:35]3[cH:34][cH:33][c:32]([C:29]([CH3:30])=[O:31])[s:36]3)[CH:11]([CH2:12][CH2:13]1)[CH2:14][CH2:15]2. The reactants are CC(C)(C)OC(=O)N1CCC(O)CC1, C1CCOC1, Cc1cc([N+](=O)[O-])cnc1Cl, [H-], [Na+]. Yields the product Cc1cc([N+](=O)[O-])cnc1OC1CCN(C(=O)OC(C)(C)C)CC1. RXN SMILES: [C:3]([CH3:4])([CH3:5])([CH3:6])[O:7][C:8](=[O:9])[N:10]1[CH2:11][CH2:12][CH:13]([OH:16])[CH2:14][CH2:15]1.[CH2:28]1[O:29][CH2:30][CH2:31][CH2:32]1.[Cl:17][c:18]1[n:19][cH:20][c:21]([N+:25](=[O:26])[O-:27])[cH:22][c:23]1[CH3:24].[H-:2].[Na+:1]>>[C:3]([CH3:4])([CH3:5])([CH3:6])[O:7][C:8](=[O:9])[N:10]1[CH2:11][CH2:12][CH:13]([O:16][c:18]2[n:19][cH:20][c:21]([N+:25](=[O:26])[O-:27])[cH:22][c:23]2[CH3:24])[CH2:14][CH2:15]1. The reactants are O=C([O-])[O-], CI, CC#N, CCOC(C)=O, Cc1nc(Cl)sc1-c1c(OC(=O)C(C)C)c2nccnc2[nH]c1=O, [K+], [K+], O. Yields the product Cc1nc(Cl)sc1-c1c(OC(=O)C(C)C)c2nccnc2n(C)c1=O. As a reaction SMILES: [C:27](=[O:28])([O-:29])[O-:30].[CH3:25][I:26].[CH3:33][C:34]#[N:35].[CH3:36][CH2:37][O:38][C:39](=[O:40])[CH3:41].[Cl:1][c:2]1[s:3][c:4](-[c:8]2[c:9]([O:19][C:20]([CH:21]([CH3:22])[CH3:23])=[O:24])[c:10]3[c:11]([n:12][cH:13][cH:14][n:15]3)[nH:16][c:17]2=[O:18])[c:5]([CH3:7])[n:6]1.[K+:31].[K+:32].[OH2:42]>>[Cl:1][c:2]1[s:3][c:4](-[c:8]2[c:9]([O:19][C:20]([CH:21]([CH3:22])[CH3:23])=[O:24])[c:10]3[c:11]([n:12][cH:13][cH:14][n:15]3)[n:16]([CH3:27])[c:17]2=[O:18])[c:5]([CH3:7])[n:6]1. Starting materials: Cl (hydrochloric acid), ClC1=NC=NC=C1C(=O)OCC (ethyl 4-chloropyrimidine-5-carboxylate), ClC1=C(N)C=C(C=C1)S(=O)(=O)N1CCCC2=CC=CC=C12 (2-chloro-5-(3,4-dihydroquinolin-1(2H)-ylsulfonyl)aniline), [H-].[Na+] (sodium hydride). Solvent: CN1C(CCC1)=O (1-methyl-2-pyrrolidone). Reaction conditions: temperature 100 celsius, time 2 hour. Yields the product ClC1=C(C=C(C=C1)S(=O)(=O)N1CCCC2=CC=CC=C12)NC1=NC=NC=C1C(=O)OCC (ethyl 4-[2-chloro-5-(3,4-dihydroquinolin-1(2H)-yl sulfonyl)phenylamino]pyrimidine-5-carboxylate). The yield is 41.5%. As a reaction SMILES: Cl[C:2]1[C:7]([C:8]([O:10][CH2:11][CH3:12])=[O:9])=[CH:6][N:5]=[CH:4][N:3]=1.[Cl:13][C:14]1[CH:20]=[CH:19][C:18]([S:21]([N:24]2[C:33]3[C:28](=[CH:29][CH:30]=[CH:31][CH:32]=3)[CH2:27][CH2:26][CH2:25]2)(=[O:23])=[O:22])=[CH:17][C:15]=1[NH2:16].[H-].[Na+].Cl>CN1CCCC1=O>[Cl:13][C:14]1[CH:20]=[CH:19][C:18]([S:21]([N:24]2[C:33]3[C:28](=[CH:29][CH:30]=[CH:31][CH:32]=3)[CH2:27][CH2:26][CH2:25]2)(=[O:22])=[O:23])=[CH:17][C:15]=1[NH:16][C:2]1[C:7]([C:8]([O:10][CH2:11][CH3:12])=[O:9])=[CH:6][N:5]=[CH:4][N:3]=1 |f:2.3|. Procedure details: A mixture of ethyl 4-chloropyrimidine-5-carboxylate (0.4 g), 2-chloro-5-(3,4-dihydroquinolin-1(2H)-ylsulfonyl)aniline (0.69 g) and sodium hydride (55%, 98 mg) in 1-methyl-2-pyrrolidone (8 mL) was stirred at 100° C. for 2 hours. The reaction mixture was poured into 0.5 mol/L hydrochloric acid, and the resulting mixture was extracted with ethyl acetate. The extract was washed with water and brine, and dried over anhydrous magnesium sulfate. The solvent was removed under reduced pressure, and the r...